Dataset: the Open Reaction Database (ORD), a public repository of structured organic reaction records. Task: describe an organic reaction: reactants, conditions, products, and yield The reactants are [Mg] (magnesium), II (iodine), BrC(C)Br (dibromoethane), C[Si](Cl)(Cl)Cl (methyltrichlorosilane), [Mg] (magnesium), COC1=CC=C(CCl)C=C1 (p-methoxybenzyl chloride). Solvent: C(C)OCC (diethyl ether), C(C)OCC (diethyl ether). Run at time 4 hour. Product: C[Si](CC1=CC=C(C=C1)OC)(Cl)Cl (methyldichloro-p-methoxybenzylsilane). Yield: 65.2%. As a reaction SMILES: [Mg].[CH3:2][Si:3](Cl)([Cl:5])[Cl:4].II.BrC(Br)C.[CH3:13][O:14][C:15]1[CH:22]=[CH:21][C:18]([CH2:19]Cl)=[CH:17][CH:16]=1>C(OCC)C>[CH3:2][Si:3]([Cl:5])([Cl:4])[CH2:19][C:18]1[CH:21]=[CH:22][C:15]([O:14][CH3:13])=[CH:16][CH:17]=1. Reported procedure: In a 1-liter three-neck flask equipped with a stirrer, reflux condenser, dropping funnel, and thermometer were placed 23.3 g (1.00 mol) of magnesium powder, 82.6 g (0.640 mol) of methyltrichlorosilane, and 200 ml of diethyl ether. The magnesium was activated with iodine and dibromoethane. The flask was cooled to 10° C. to 0° C. A mixture of 50.0 g (0.319 mol) of p-methoxybenzyl chloride and 300 ml of diethyl ether was added dropwise with stirring from the dropping funnel over 4 hours at 10° C. t... Reactants: COc1ccc(Nc2ncncc2Br)cn1, C1CCOC1, CCCC[Sn](CCCC)(CCCC)c1nc(C)nc(SC)n1, [Cs+], [Cu]I, [F-], O, c1ccc(P(c2ccccc2)(c2ccccc2)[Pd](P(c2ccccc2)(c2ccccc2)c2ccccc2)(P(c2ccccc2)(c2ccccc2)c2ccccc2)P(c2ccccc2)(c2ccccc2)c2ccccc2)cc1. Reaction SMILES: [Br:1][c:2]1[c:3]([NH:8][c:9]2[cH:10][n:11][c:12]([O:15][CH3:16])[cH:13][cH:14]2)[n:4][cH:5][n:6][cH:7]1.[CH2:41]1[O:42][CH2:43][CH2:44][CH2:45]1.[CH3:17][c:18]1[n:19][c:20]([Sn:26]([CH2:27][CH2:28][CH2:29][CH3:30])([CH2:31][CH2:32][CH2:33][CH3:34])[CH2:35][CH2:36][CH2:37][CH3:38])[n:21][c:22]([S:24][CH3:25])[n:23]1.[Cs+:40].[Cu:47][I:48].[F-:39].[OH2:46].[cH:49]1[cH:50][cH:51][c:52]([P:53]([Pd:54]([P:55]([c:56]2[cH:57][cH:58][cH:59][cH:60][cH:61]2)([c:62]2[cH:63][cH:64][cH:65][cH:66][cH:67]2)[c:68]2[cH:69][cH:70][cH:71][cH:72][cH:73]2)([P:74]([c:75]2[cH:76][cH:77][cH:78][cH:79][cH:80]2)([c:81]2[cH:82][cH:83][cH:84][cH:85][cH:86]2)[c:87]2[cH:88][cH:89][cH:90][cH:91][cH:92]2)[P:93]([c:94]2[cH:95][cH:96][cH:97][cH:98][cH:99]2)([c:100]2[cH:101][cH:102][cH:103][cH:104][cH:105]2)[c:106]2[cH:107][cH:108][cH:109][cH:110][cH:111]2)([c:112]2[cH:113][cH:114][cH:115][cH:116][cH:117]2)[c:118]2[cH:119][cH:120][cH:121][cH:122][cH:123]2)[cH:124][cH:125]1>>[c:2]1(-[c:20]2[n:19][c:18]([CH3:17])[n:23][c:22]([S:24][CH3:25])[n:21]2)[c:3]([NH:8][c:9]2[cH:10][n:11][c:12]([O:15][CH3:16])[cH:13][cH:14]2)[n:4][cH:5][n:6][cH:7]1. The product is COc1ccc(Nc2ncncc2-c2nc(C)nc(SC)n2)cn1. The reactants are NC=1SC2=C(N1)CCCC2=O (2-amino-5,6-dihydro-4H-benzothiazol-7-one), C1CCC2=NCCCN2CC1 (DBU), N1(C=NC=C1)C(CCOC)=O (1-imidazol-1-yl-3-methoxy-propan-1-one). Solvent: C(C)#N (acetonitrile), C(C)#N (acetonitrile). Reaction conditions: time 15 minute. Yields the product COCCC(=O)NC=1SC2=C(N1)CCCC2=O (3-Methoxy-N-(7-oxo-4,5,6,7-tetrahydro-benzothiazol-2-yl)-propionamide). RXN SMILES: [NH2:1][C:2]1[S:3][C:4]2[C:10](=[O:11])[CH2:9][CH2:8][CH2:7][C:5]=2[N:6]=1.C1CCN2C(=NCCC2)CC1.N1([C:28](=[O:33])[CH2:29][CH2:30][O:31][CH3:32])C=CN=C1>C(#N)C>[CH3:32][O:31][CH2:30][CH2:29][C:28]([NH:1][C:2]1[S:3][C:4]2[C:10](=[O:11])[CH2:9][CH2:8][CH2:7][C:5]=2[N:6]=1)=[O:33]. Procedure details: To a mixture of 2-amino-5,6-dihydro-4H-benzothiazol-7-one (3.0 g, 18 mmol) and DBU (5.3 mL, 36 mmol) in 100 mL acetonitrile is added a solution of 1-imidazol-1-yl-3-methoxy-propan-1-one (6.9 g, 45 mmol) in acetonitrile. The reaction mixture is stirred for 15 min at RT and then concentrated under reduced pressure. The residue is poured in water, acidified to pH 5 with 6 M aqueous HCl and the product is extracted with ethyl acetate. The combined organic phases are dried over MgSO4 and concentrated... The reactants are O (Water), C1(=C(C=CC=C1)N)N (phenylenediamine), CS(=O)(=O)OCCCCOC (4-methoxybutyl methanesulfonate), C([O-])([O-])=O.[K+].[K+] (potassium carbonate). Solvent: C(C)#N (acetonitrile). Product: COCCCCNC=1C(=CC=CC1)N (N-(4-methoxybutyl)benzene-1,2-diamine). Isolated yield 56.0%. As a reaction SMILES: [C:1]1([NH2:8])[CH:6]=[CH:5][CH:4]=[CH:3][C:2]=1[NH2:7].CS(O[CH2:14][CH2:15][CH2:16][CH2:17][O:18][CH3:19])(=O)=O.C(=O)([O-])[O-].[K+].[K+].O>C(#N)C>[CH3:19][O:18][CH2:17][CH2:16][CH2:15][CH2:14][NH:7][C:2]1[C:1]([NH2:8])=[CH:6][CH:5]=[CH:4][CH:3]=1 |f:2.3.4|. Procedure details: To a solution of phenylenediamine (10.8 g) and 4-methoxybutyl methanesulfonate (9.11 g) in acetonitrile (100 ml) was added potassium carbonate (20.7 g), and the mixture was stirred heated under reflux for 15 hr. Water was added to the reaction mixture, and the mixture was extracted twice with ethyl acetate. The extract was washed with saturated brine, and dried over anhydrous magnesium sulfate. The solvent was evaporated under reduced pressure. The residue was subjected to silica gel column chro...